From a dataset of the Open Reaction Database (ORD), a public repository of structured organic reaction records. describe an organic reaction: reactants, conditions, products, and yield Starting materials: S=C=Nc1cc(Cl)cc(Cl)c1, COc1ccc(C(=O)Nc2ccc(Cl)cc2)cc1N, CN(C)C=O, O. Product: COc1ccc(C(=O)Nc2ccc(Cl)cc2)cc1NC(=S)Nc1cc(Cl)cc(Cl)c1. Reaction SMILES: [Cl:20][c:21]1[cH:22][c:23]([N:28]=[C:29]=[S:30])[cH:24][c:25]([Cl:27])[cH:26]1.[NH2:1][c:2]1[cH:3][c:4]([C:5](=[O:6])[NH:7][c:8]2[cH:9][cH:10][c:11]([Cl:14])[cH:12][cH:13]2)[cH:15][cH:16][c:17]1[O:18][CH3:19].[O:31]=[CH:32][N:33]([CH3:34])[CH3:35].[OH2:36]>>[NH:1]([c:2]1[cH:3][c:4]([C:5](=[O:6])[NH:7][c:8]2[cH:9][cH:10][c:11]([Cl:14])[cH:12][cH:13]2)[cH:15][cH:16][c:17]1[O:18][CH3:19])[C:29]([NH:28][c:23]1[cH:22][c:21]([Cl:20])[cH:26][c:25]([Cl:27])[cH:24]1)=[S:30]. Starting materials: CC(C)(C)OC(=O)N1Cc2cc(Cl)ccc2-n2c(nnc2C2CCC(=O)CC2)C1, [Cl-], C1CCOC1, Cc1ccccc1[Mg+]. Yields the product Cc1ccccc1C1(O)CCC(c2nnc3n2-c2ccc(Cl)cc2CN(C(=O)OC(C)(C)C)C3)CC1. RXN SMILES: [C:1]([CH3:2])([CH3:3])([CH3:4])[O:5][C:6](=[O:7])[N:8]1[CH2:9][c:10]2[c:11]([cH:25][cH:26][c:27]([Cl:29])[cH:28]2)-[n:12]2[c:13]([CH:18]3[CH2:19][CH2:20][C:21](=[O:24])[CH2:22][CH2:23]3)[n:14][n:15][c:16]2[CH2:17]1.[Cl-:30].[O:39]1[CH2:40][CH2:41][CH2:42][CH2:43]1.[c:31]1([CH3:38])[c:32]([Mg+:37])[cH:33][cH:34][cH:35][cH:36]1>>[C:1]([CH3:2])([CH3:3])([CH3:4])[O:5][C:6](=[O:7])[N:8]1[CH2:9][c:10]2[c:11]([cH:25][cH:26][c:27]([Cl:29])[cH:28]2)-[n:12]2[c:13]([CH:18]3[CH2:19][CH2:20][C:21]([OH:24])([c:32]4[c:31]([CH3:38])[cH:36][cH:35][cH:34][cH:33]4)[CH2:22][CH2:23]3)[n:14][n:15][c:16]2[CH2:17]1. Starting materials: CC1=C2C(=NC=3C=CC=CC13)CCCNC2 (2,3,4,5-tetrahydro-11-methyl-1H-azepino[4,3-b]quinoline), C(C)(=O)Cl (acetyl chloride). Yields the product Cl.C(C)(=O)N1CC=2C(=NC=3C=CC=CC3C2C)CCC1 (2-Acetyl-2,3,4,5-tetrahydro-11-methyl-1H-azepino[4,3-b]quinoline hydrochloride). Isolated yield 75.0%. As a reaction SMILES: [CH3:1][C:2]1[C:11]2[CH:10]=[CH:9][CH:8]=[CH:7][C:6]=2[N:5]=[C:4]2[CH2:12][CH2:13][CH2:14][NH:15][CH2:16][C:3]=12.[C:17]([Cl:20])(=[O:19])[CH3:18]>>[ClH:20].[C:17]([N:15]1[CH2:14][CH2:13][CH2:12][C:4]2=[N:5][C:6]3[CH:7]=[CH:8][CH:9]=[CH:10][C:11]=3[C:2]([CH3:1])=[C:3]2[CH2:16]1)(=[O:19])[CH3:18] |f:2.3|. Procedure details: 2-Acetyl-2,3,4,5-tetrahydro-11-methyl-1H-azepino[4,3-b]quinoline hydrochloride was prepared from 2,3,4,5-tetrahydro-11-methyl-1H-azepino[4,3-b]quinoline and acetyl chloride analogous to Example 63. Starting materials: [H][H] (hydrogen), [N+](=O)([O-])C=1C=C(C=CC1[N+](=O)[O-])OC1=CC=C(C=C1)CO ({4-[(3,4-dinitrophenyl)oxy]phenyl}methanol), [H][H] (hydrogen). Conditions: time 23.5 hour. The product is NC=1C=C(C=CC1N)OC1=CC=C(C=C1)CO ({4-[(3,4-diaminophenyl)oxy]phenyl}methanol). The yield is 108.1%. Procedure: {4-[(3,4-dinitrophenyl)oxy]phenyl}methanol (3.73 g, 12.9 mmol) was hydrogenated in approximately 100 ml of ethyl acetate under a balloon of hydrogen over 1.2 g of 10% Pd on carbon (wet, degussa type) for 2.5 hours. An additional 600 mg of 10% Pd on carbon (wet, degussa type) was added and the reaction was hydrogenated under a balloon of hydrogen for 14.5 hours. The catalyst was filtered away and the filtrate was concentrated. The residue was dissolved in 1:1 ethanol:ethyl acetate and hydrogenate... Reaction SMILES: [N+:1]([C:4]1[CH:5]=[C:6]([O:13][C:14]2[CH:19]=[CH:18][C:17]([CH2:20][OH:21])=[CH:16][CH:15]=2)[CH:7]=[CH:8][C:9]=1[N+:10]([O-])=O)([O-])=O.[H][H]>C(OCC)(=O)C.[Pd]>[NH2:1][C:4]1[CH:5]=[C:6]([O:13][C:14]2[CH:19]=[CH:18][C:17]([CH2:20][OH:21])=[CH:16][CH:15]=2)[CH:7]=[CH:8][C:9]=1[NH2:10]. The reagents and catalysts are [Pd] (Pd on carbon), [Pd] (Pd on carbon). The solvent is C(C)(=O)OCC (ethyl acetate).